describe an organic reaction: reactants, conditions, products, and yield From a dataset of the Open Reaction Database (ORD), a public repository of structured organic reaction records. The reactants are I.C1(=C(C=CC=C1)NC(SC)=N)C1=CC=CC=C1 (1-(2-biphenylyl)-2-methyl-2-thiopseudourea hydriodide), OCCNCCN (N-(2-hydroxyethyl)ethylenediamine), C(C)O (ethanol), C(\C=C\C(=O)O)(=O)O (fumaric acid). Solvent: CO (methanol). Yields the product C(\C=C\C(=O)O)(=O)O.OCCN1C(NCC1)=C1C(=CC=CC1N)C1=CC=CC=C1 (2-[1-(2-hydroxyethyl)-2-imidazolidinyl-idene]-aminobiphenyl fumarate). As a reaction SMILES: I.[C:2]1([C:13]2C=CC=CC=2)[CH:7]=[CH:6][CH:5]=[CH:4][C:3]=1[NH:8]C(=N)SC.[OH:19][CH2:20][CH2:21][NH:22][CH2:23][CH2:24][NH2:25].[C:26]([OH:33])(=[O:32])/[CH:27]=[CH:28]/[C:29]([OH:31])=[O:30].[CH2:34](O)[CH3:35]>CO>[C:26]([OH:33])(=[O:32])/[CH:27]=[CH:28]/[C:29]([OH:31])=[O:30].[OH:19][CH2:20][CH2:21][N:22]1[CH2:23][CH2:24][NH:25][C:13]1=[C:2]1[CH:3]([NH2:8])[CH:4]=[CH:5][CH:6]=[C:7]1[C:35]1[CH:34]=[CH:29][CH:28]=[CH:27][CH:26]=1 |f:0.1,6.7|. Procedure details: A mixture of 1-(2-biphenylyl)-2-methyl-2-thiopseudourea hydriodide (12 g prepared as described in Example 5) and N-(2-hydroxyethyl)ethylenediamine (10 g) in ethanol (145 ml) was heated under reflux for 165 hours. Removal of the solvent gave an oil which was dissolved in methanol and treated with fumaric acid to give 2-[1-(2-hydroxyethyl)-2-imidazolidinyl-idene]-aminobiphenyl fumarate (m.p. 165°-166° C.) which was recrystallised from a 1:2 mixture of methanol and ether. Reactants: CC(C)C[AlH]CC(C)C (DIBAL-H), C1(CCCC1)N1C(=CC2=C1N=C(N=C2)SC)C(=O)OC (Methyl 7-cyclopentyl-2-(methylthio)-7H-pyrrolo[2,3-d]pyrimidine-6-carboxylate), crude material. The solvent is CO (methanol), C(Cl)Cl (DCM), ClCCl (dichloromethane), hexanes, ClCCl (dichloromethane), CO (methanol). Run at temperature 0 celsius, time 20 minute. The product is C1(CCCC1)N1C(=CC2=C1N=C(N=C2)SC)CO ((7-Cyclopentyl-2-(methylthio)-7H-pyrrolo[2,3-d]pyrimidin-6-yl)methanol). The yield is 75.7%. Reaction SMILES: CC(C[AlH]CC(C)C)C.[CH:10]1([N:15]2[C:19]3[N:20]=[C:21]([S:24][CH3:25])[N:22]=[CH:23][C:18]=3[CH:17]=[C:16]2[C:26](OC)=[O:27])[CH2:14][CH2:13][CH2:12][CH2:11]1>ClCCl.CO>[CH:10]1([N:15]2[C:19]3[N:20]=[C:21]([S:24][CH3:25])[N:22]=[CH:23][C:18]=3[CH:17]=[C:16]2[CH2:26][OH:27])[CH2:11][CH2:12][CH2:13][CH2:14]1. Reported procedure: DIBAL-H (1.0 M in toluene) (33.8 mL, 33.8 mmol) was added dropwise to a solution of compound 227 (4.93 g, 16.9 mmol) in dichloromethane (85 mL) at −78° C. The reaction was stirred for 20 minutes, then warmed to 0° C. and quenched with 400 mL of 0.5 M Rochelle's salt saturated with NaCl. The mixture was stirred for 3 h then extracted with ethyl acetate (4×250 mL). The combined organics were washed with brine, dried over MgSO4, and concentrated in vacuo to provide 4.36 g of crude. The crude materi...